From a dataset of the Open Reaction Database (ORD), a public repository of structured organic reaction records. describe an organic reaction: reactants, conditions, products, and yield Reactants: CCOC(=O)c1c(-c2ccc(C)cc2)csc1N1C(=O)c2ccccc2C1=O, CO, Cl, [Na+], [OH-], O. The product is Cc1ccc(-c2csc(N3C(=O)c4ccccc4C3=O)c2C(=O)O)cc1. RXN SMILES: [CH2:5]([CH3:6])[O:7][C:8](=[O:9])[c:10]1[c:11]([N:22]2[C:23](=[O:32])[c:24]3[cH:25][cH:26][cH:27][cH:28][c:29]3[C:30]2=[O:31])[s:12][cH:13][c:14]1-[c:15]1[cH:16][cH:17][c:18]([CH3:21])[cH:19][cH:20]1.[CH3:3][OH:4].[ClH:33].[Na+:2].[OH-:1].[OH2:34]>>[O:7]=[C:8]([OH:9])[c:10]1[c:11]([N:22]2[C:23](=[O:32])[c:24]3[cH:25][cH:26][cH:27][cH:28][c:29]3[C:30]2=[O:31])[s:12][cH:13][c:14]1-[c:15]1[cH:16][cH:17][c:18]([CH3:21])[cH:19][cH:20]1. Starting materials: CCCCCCCC(=O)Cl, CC(C)CC(N)C(=O)O, [Na+], [OH-]. The product is CCCCCCCC(=O)NC(CC(C)C)C(=O)O. RXN SMILES: [C:10]([CH2:11][CH2:12][CH2:13][CH2:14][CH2:15][CH2:16][CH3:17])(=[O:18])[Cl:19].[CH3:1][CH:2]([CH3:3])[CH2:4][CH:5]([NH2:6])[C:7]([OH:8])=[O:9].[Na+:21].[OH-:20]>>[CH3:1][CH:2]([CH3:3])[CH2:4][CH:5]([NH:6][C:10]([CH2:11][CH2:12][CH2:13][CH2:14][CH2:15][CH2:16][CH3:17])=[O:18])[C:7]([OH:8])=[O:9]. Reactants: CC1(C)CC(O)CC(C)(C)C1, O, O=C(O)Cc1ccc(O)cc1, Cc1ccc(S(=O)(=O)O)cc1, c1ccccc1. The product is CC1(C)CC(OC(=O)Cc2ccc(O)cc2)CC(C)(C)C1. As a reaction SMILES: [CH3:1][C:2]1([CH3:11])[CH2:3][CH:4]([OH:10])[CH2:5][C:6]([CH3:8])([CH3:9])[CH2:7]1.[OH2:40].[OH:12][C:13](=[O:14])[CH2:15][c:16]1[cH:17][cH:18][c:19]([OH:20])[cH:21][cH:22]1.[c:23]1([CH3:24])[cH:25][cH:26][c:27]([S:28]([OH:29])(=[O:30])=[O:31])[cH:32][cH:33]1.[cH:34]1[cH:35][cH:36][cH:37][cH:38][cH:39]1>>[CH3:1][C:2]1([CH3:11])[CH2:3][CH:4]([O:10][C:13](=[O:12])[CH2:15][c:16]2[cH:17][cH:18][c:19]([OH:20])[cH:21][cH:22]2)[CH2:5][C:6]([CH3:8])([CH3:9])[CH2:7]1. The reactants are [BH4-], CCO, CCOC(C)=O, Cl, [Na+], O=Cc1ccc(OCCCc2ccccc2)cc1. The product is OCc1ccc(OCCCc2ccccc2)cc1. Reaction SMILES: [BH4-:19].[CH3:21][CH2:22][OH:23].[CH3:24][CH2:25][O:26][C:27](=[O:28])[CH3:29].[ClH:30].[Na+:20].[c:1]1([CH2:7][CH2:8][CH2:9][O:10][c:11]2[cH:12][cH:13][c:14]([CH:15]=[O:16])[cH:17][cH:18]2)[cH:2][cH:3][cH:4][cH:5][cH:6]1>>[c:1]1([CH2:7][CH2:8][CH2:9][O:10][c:11]2[cH:12][cH:13][c:14]([CH2:15][OH:16])[cH:17][cH:18]2)[cH:2][cH:3][cH:4][cH:5][cH:6]1. The reactants are C=1(C(=CC=CC1)N=C=S)C1=CC=CC=C1 (2-biphenylylisothiocyanate), N (ammonia). Solvent: C(C)O (ethanol). Product: C1(=C(C=CC=C1)NC(=S)N)C1=CC=CC=C1 (N-(2-biphenylyl)thiourea). Reaction SMILES: [C:1]1([C:10]2[CH:15]=[CH:14][CH:13]=[CH:12][CH:11]=2)[C:2]([N:7]=[C:8]=[S:9])=[CH:3][CH:4]=[CH:5][CH:6]=1.[NH3:16]>C(O)C>[C:1]1([C:10]2[CH:15]=[CH:14][CH:13]=[CH:12][CH:11]=2)[CH:6]=[CH:5][CH:4]=[CH:3][C:2]=1[NH:7][C:8]([NH2:16])=[S:9]. Procedure details: Treatment of 2-biphenylylisothiocyanate (10.2 g) with a saturated solution of ammonia in ethanol (100 ml) at 10 to 30° for 4 hours and then at 30° C. for 16 hours yielded N-(2-biphenylyl)thiourea (m.p. 183°-184° C.). The reactants are C=CC1=CC=CC=C1 (styrene), C(CCCCCCCCCCC)OS(=O)(=O)C1=CC=CC=C1 (dodecylbenzenesulfonate), P(=O)([O-])([O-])[O-].[Ca+2].P(=O)([O-])([O-])[O-].[Ca+2].[Ca+2] (calcium phosphate), 8-L, C(C=C)#N (acrylonitrile). Run in O (water). Conditions: temperature 85 celsius. Product: C=CC#N.C=CC1=CC=CC=C1 (styrene-acrylonitrile copolymer). Reaction SMILES: [CH2:1]=[CH:2][C:3]1[CH:8]=[CH:7][CH:6]=[CH:5][CH:4]=1.[C:9](#[N:12])[CH:10]=[CH2:11].C(OS(C1C=CC=CC=1)(=O)=O)CCCCCCCCCCC.P([O-])([O-])([O-])=O.[Ca+2].P([O-])([O-])([O-])=O.[Ca+2].[Ca+2]>O>[CH2:11]=[CH:10][C:9]#[N:12].[CH2:1]=[CH:2][C:3]1[CH:8]=[CH:7][CH:6]=[CH:5][CH:4]=1 |f:3.4.5.6.7,9.10|. Procedure: A copolymer resin composed of styrene and acrylonitrile was prepared by suspension polymerization as follows. Two hundred parts by weight of water, 0.02 part by weight of dodecylbenzenesulfonate, and 1 part by weight of calcium phosphate were charged in an 8-L polymerization apparatus. After removal of oxygen by proper nitrogen substitution with stirring, the mixture was heated to 85° C. In the mixture was added 75 parts by weight of styrene, 25 parts by weight of acrylonitrile, and 0.8 part by ...